From a dataset of the Open Reaction Database (ORD), a public repository of structured organic reaction records. describe an organic reaction: reactants, conditions, products, and yield Starting materials: CS(=O)C (dimethyl sulfoxide), C(C)C1=CC2=C(N(C(N(C2=O)CCN2C(=NC=C2)CO)=O)CC2=CC=C(C=C2)C=2C(=CC=CC2)C#N)S1 (4′-{[6-ethyl-3-{2-[2-(hydroxymethyl)-1H-imidazol-1-yl]ethyl}-2,4-dioxo-3,4-dihydrothieno[2,3-d]pyrimidin-1(2H)-yl]methyl}biphenyl-2-carbonitrile), CI (methyl iodide), [H-].[Na+] (sodium hydride), [Cl-].O[NH3+] (hydroxylammonium chloride), C(O)([O-])=O.[Na+] (sodium hydrogencarbonate), CS(=O)C (dimethyl sulfoxide). The solvent is C(C)(=O)OCC (ethyl acetate), O (Water), CN(C=O)C (N,N-dimethylformamide). Reaction conditions: time 2 hour. Product: C(C)C1=CC2=C(N(C(N(C2=O)CCN2C(=NC=C2)COC)=O)CC2=CC=C(C=C2)C2=C(C=CC=C2)C2=NOC(N2)=O)S1 (6-ethyl-3-{2-[2-(methoxymethyl)-1H-imidazol-1-yl]ethyl}-1-{[2′-(5-oxo-4,5-dihydro-1,2,4-oxadiazol-3-yl)biphenyl-4-yl]methyl}thieno[2,3-d]pyrimidine-2,4(1H,3H)-dione). Isolated yield 26.0%. As a reaction SMILES: [CH2:1]([C:3]1[S:37][C:6]2[N:7]([CH2:22][C:23]3[CH:28]=[CH:27][C:26]([C:29]4[C:30]([C:35]#[N:36])=[CH:31][CH:32]=[CH:33][CH:34]=4)=[CH:25][CH:24]=3)[C:8](=[O:21])[N:9]([CH2:12][CH2:13][N:14]3[CH:18]=[CH:17][N:16]=[C:15]3[CH2:19][OH:20])[C:10](=[O:11])[C:5]=2[CH:4]=1)[CH3:2].CI.[H-].[Na+].[Cl-].[OH:43][NH3+:44].[C:45](=[O:48])([O-])O.[Na+].[CH3:50]S(C)=O>C(OCC)(=O)C.O.CN(C)C=O>[CH2:1]([C:3]1[S:37][C:6]2[N:7]([CH2:22][C:23]3[CH:28]=[CH:27][C:26]([C:29]4[CH:34]=[CH:33][CH:32]=[CH:31][C:30]=4[C:35]4[NH:36][C:45](=[O:48])[O:43][N:44]=4)=[CH:25][CH:24]=3)[C:8](=[O:21])[N:9]([CH2:12][CH2:13][N:14]3[CH:18]=[CH:17][N:16]=[C:15]3[CH2:19][O:20][CH3:50])[C:10](=[O:11])[C:5]=2[CH:4]=1)[CH3:2] |f:2.3,4.5,6.7|. Procedure details: To a mixture of 4′-{[6-ethyl-3-{2-[2-(hydroxymethyl)-1H-imidazol-1-yl]ethyl}-2,4-dioxo-3,4-dihydrothieno[2,3-d]pyrimidin-1(2H)-yl]methyl}biphenyl-2-carbonitrile (0.5 g), methyl iodide (0.08 mL) and N,N-dimethylformamide (10 mL) was added 60% sodium hydride (0.047 g), and the mixture was stirred at room temperature for 2 hr. Water was added to the reaction mixture, and the mixture was extracted with methylene chloride. The organic layer was washed with saturated brine, dried over anhydrous magnes... Reactants: C1(CCCC1)OC=1C=C(C=CC1OC)SC(CC(=O)OC(C)(C)C)CCCCC1=CC=CC=C1 ((±)-t-butyl 3-(3-cyclopentyloxy-4-methoxyphenyl)sulfanyl-7-phenylheptanoate), FC(C(=O)O)(F)F (trifluoroacetic acid). Run in ClCCl (dichloromethane). Run at time 18 hour. The product is C1(CCCC1)OC=1C=C(C=CC1OC)SC(CC(=O)O)CCCCC1=CC=CC=C1 ((±)-3-(3-Cyclopentyloxy-4-methoxyphenyl)sulfanyl-7-phenylheptanoic acid). The yield is 90.5%. RXN SMILES: [CH:1]1([O:6][C:7]2[CH:8]=[C:9]([S:15][CH:16]([CH2:25][CH2:26][CH2:27][CH2:28][C:29]3[CH:34]=[CH:33][CH:32]=[CH:31][CH:30]=3)[CH2:17][C:18]([O:20]C(C)(C)C)=[O:19])[CH:10]=[CH:11][C:12]=2[O:13][CH3:14])[CH2:5][CH2:4][CH2:3][CH2:2]1.FC(F)(F)C(O)=O>ClCCl>[CH:1]1([O:6][C:7]2[CH:8]=[C:9]([S:15][CH:16]([CH2:25][CH2:26][CH2:27][CH2:28][C:29]3[CH:30]=[CH:31][CH:32]=[CH:33][CH:34]=3)[CH2:17][C:18]([OH:20])=[O:19])[CH:10]=[CH:11][C:12]=2[O:13][CH3:14])[CH2:5][CH2:4][CH2:3][CH2:2]1. Procedure: A stirred solution of (±)-t-butyl 3-(3-cyclopentyloxy-4-methoxyphenyl)sulfanyl-7-phenylheptanoate [0.5 g, Reference Example 1(a)] in dichloromethane (20 ml), at 0° C., was treated with trifluoroacetic acid (4 ml). The solution was allowed to warm to room temperature and then stirred for 18 hours. The reaction mixture was evaporated and the brown residue subjected to flash chromatography on silica eluting with a mixture of petroleum ether and ethyl acetate (1:1, v/v) to give the title compound (0... The reactants are C(C1=CC=CC=C1)OC1=NC(=NC=C1[N+](=O)[O-])OC[C@H](C)NC(OC(C)(C)C)=O (tert-butyl ((2S)-1-((4-(benzyloxy)-5-nitropyrimidin-2-yl)oxy)propan-2-yl)carbamate), C(C1=CC=CC=C1)OC1=C(C=C(C(=O)O)C=C1)F (4-(benzyloxy)-3-fluorobenzoic acid). Product: C(C1=CC=CC=C1)OC1=C(C=C(C(=O)NC=2C(=NC(=NC2)OC[C@H](C)NC(OC(C)(C)C)=O)O)C=C1)F (tert-butyl ((2S)-1-((5-((4-(benzyloxy)-3-fluorobenzoyl)amino)-4-hydroxypyrimidin-2-yl)oxy)propan-2-yl)carbamate). RXN SMILES: C([O:8][C:9]1[C:14]([N+:15]([O-])=O)=[CH:13][N:12]=[C:11]([O:18][CH2:19][C@@H:20]([NH:22][C:23](=[O:29])[O:24][C:25]([CH3:28])([CH3:27])[CH3:26])[CH3:21])[N:10]=1)C1C=CC=CC=1.[CH2:30]([O:37][C:38]1[CH:46]=[CH:45][C:41]([C:42](O)=[O:43])=[CH:40][C:39]=1[F:47])[C:31]1[CH:36]=[CH:35][CH:34]=[CH:33][CH:32]=1>>[CH2:30]([O:37][C:38]1[CH:46]=[CH:45][C:41]([C:42]([NH:15][C:14]2[C:9]([OH:8])=[N:10][C:11]([O:18][CH2:19][C@@H:20]([NH:22][C:23](=[O:29])[O:24][C:25]([CH3:26])([CH3:27])[CH3:28])[CH3:21])=[N:12][CH:13]=2)=[O:43])=[CH:40][C:39]=1[F:47])[C:31]1[CH:32]=[CH:33][CH:34]=[CH:35][CH:36]=1. Procedure details: Using tert-butyl ((2S)-1-((4-(benzyloxy)-5-nitropyrimidin-2-yl)oxy)propan-2-yl)carbamate and 4-(benzyloxy)-3-fluorobenzoic acid, and in the same manner as in Step A of Example 4, Step D of Example 83 and Step B of Example 123, the title compound was obtained. Starting materials: Cl.NC(C(=O)OC)CC(F)(F)F (Methyl 2-amino-4,4,4-trifluorobutanoate hydrochloride), CN(C)C(=[N+](C)C)ON1C2=C(C=CC=C2)N=N1.[B-](F)(F)(F)F (TBTU), CN1CCOCC1 (4-methylmorpholine), Cl.FC=1C(=NC=CC1)COC=1C=2N(C=C(C1)C)C(=C(N2)C)C(=O)O (8-[(3-Fluoropyridin-2-yl)methoxy]-2,6-dimethylimidazo[1,2-a]pyridine-3-carboxylic acid hydrochloride). The solvent is CN(C)C=O (DMF), O (water). Run at time 8 hour. Yields the product FC(CC(C(=O)OC)NC(=O)C1=C(N=C2N1C=C(C=C2OCC2=NC=CC=C2F)C)C)(F)F (rac-Methyl 4,4,4-trifluoro-2-[({8-[(3-fluoropyridin-2-yl)methoxy]-2,6-dimethylimidazo[1,2-a]pyridin-3-yl}carbonyl)amino]butanoate). RXN SMILES: Cl.[F:2][C:3]1[C:4]([CH2:9][O:10][C:11]2[C:12]3[N:13]([C:18]([C:22](O)=[O:23])=[C:19]([CH3:21])[N:20]=3)[CH:14]=[C:15]([CH3:17])[CH:16]=2)=[N:5][CH:6]=[CH:7][CH:8]=1.CN(C(ON1N=NC2C=CC=CC1=2)=[N+](C)C)C.[B-](F)(F)(F)F.CN1CCOCC1.Cl.[NH2:55][CH:56]([CH2:61][C:62]([F:65])([F:64])[F:63])[C:57]([O:59][CH3:60])=[O:58]>CN(C=O)C.O>[F:63][C:62]([F:64])([F:65])[CH2:61][CH:56]([NH:55][C:22]([C:18]1[N:13]2[CH:14]=[C:15]([CH3:17])[CH:16]=[C:11]([O:10][CH2:9][C:4]3[C:3]([F:2])=[CH:8][CH:7]=[CH:6][N:5]=3)[C:12]2=[N:20][C:19]=1[CH3:21])=[O:23])[C:57]([O:59][CH3:60])=[O:58] |f:0.1,2.3,5.6|. Procedure details: 250 mg (0.71 mmol) of 8-[(3-fluoropyridin-2-yl)methoxy]-2,6-dimethylimidazo[1,2-a]pyridine-3-carboxylic acid hydrochloride from Example 121A were initially charged in 4.1 ml of DMF, and 274 mg (0.85 mmol) of TBTU and 0.47 ml (4.26 mmol) of 4-methylmorpholine were added. 221 mg (1.07 mmol) of methyl 2-amino-4,4,4-trifluorobutanoate hydrochloride from Example 75A were then added, and the reaction mixture was stirred at RT overnight. About 32 ml of water were added to the mixture. The precipitated ... Starting materials: C(C)(=O)O[BH-](OC(C)=O)OC(C)=O.[Na+] (sodium triacetoxyborohydride), CN1N=C(C=C1C)CN1N=C(C2=C(C=CC=C12)NC(=O)C1=CN=C2N1C=CC(=C2)C=2OC(=CC2)C=O)CC (N-(1-((1,5-dimethyl-1H-pyrazol-3-yl)methyl)-3-ethyl-1H-indazol-4-yl)-7-(5-formylfuran-2-yl)imidazo[1,2-a]pyridine-3-carboxamide), C1CCOC1 (THF), CNC (dimethylamine). Run in C(Cl)Cl (DCM), CO (MeOH). Conditions: time 30 minute. Yields the product CN1N=C(C=C1C)CN1N=C(C2=C(C=CC=C12)NC(=O)C1=CN=C2N1C=CC(=C2)C=2OC(=CC2)CN(C)C)CC (N-(1-((1,5-dimethyl-1H-pyrazol-3-yl)methyl)-3-ethyl-1H-indazol-4-yl)-7-(5-((dimethylamino)methyl)furan-2-yl)imidazo[1,2-a]pyridine-3-carboxamide). As a reaction SMILES: [CH3:1][N:2]1[C:6]([CH3:7])=[CH:5][C:4]([CH2:8][N:9]2[C:17]3[C:12](=[C:13]([NH:18][C:19]([C:21]4[N:25]5[CH:26]=[CH:27][C:28]([C:30]6[O:31][C:32]([CH:35]=O)=[CH:33][CH:34]=6)=[CH:29][C:24]5=[N:23][CH:22]=4)=[O:20])[CH:14]=[CH:15][CH:16]=3)[C:11]([CH2:37][CH3:38])=[N:10]2)=[N:3]1.C1COCC1.[CH3:44][NH:45][CH3:46].C(O[BH-](OC(=O)C)OC(=O)C)(=O)C.[Na+]>C(Cl)Cl.CO>[CH3:1][N:2]1[C:6]([CH3:7])=[CH:5][C:4]([CH2:8][N:9]2[C:17]3[C:12](=[C:13]([NH:18][C:19]([C:21]4[N:25]5[CH:26]=[CH:27][C:28]([C:30]6[O:31][C:32]([CH2:35][N:45]([CH3:46])[CH3:44])=[CH:33][CH:34]=6)=[CH:29][C:24]5=[N:23][CH:22]=4)=[O:20])[CH:14]=[CH:15][CH:16]=3)[C:11]([CH2:37][CH3:38])=[N:10]2)=[N:3]1 |f:3.4|. Procedure: A solution of N-(1-((1,5-dimethyl-1H-pyrazol-3-yl)methyl)-3-ethyl-1H-indazol-4-yl)-7-(5-formylfuran-2-yl)imidazo[1,2-a]pyridine-3-carboxamide (36 mg) in 1 mL of a 1:1 DCM:THF mixture was treated at ambient temperature with excess 2.0 M dimethylamine solution in MeOH. The reaction mixture was stirred at ambient temperature for 30 minutes. A large excess of sodium triacetoxyborohydride (10 equivalents) was added, and the reaction stirred at ambient temperature for 4 hours. The reaction mixture was... Reactants: BrCC1=C(C=CC(=C1)[N+](=O)[O-])F (2-bromomethyl-1-fluoro-4-nitro-benzene), Cl.CNC (dimethylamine hydrochloride), C([O-])([O-])=O.[Cs+].[Cs+] (cesium carbonate). Solvent: O1CCOCC1 (dioxane). Reaction conditions: temperature 70 celsius. Product: FC1=C(CN(C)C)C=C(C=C1)[N+](=O)[O-] ((2-fluoro-5-nitro-benzyl)-dimethyl-amine). RXN SMILES: Br[CH2:2][C:3]1[CH:8]=[C:7]([N+:9]([O-:11])=[O:10])[CH:6]=[CH:5][C:4]=1[F:12].Cl.[CH3:14][NH:15][CH3:16].C(=O)([O-])[O-].[Cs+].[Cs+]>O1CCOCC1>[F:12][C:4]1[CH:5]=[CH:6][C:7]([N+:9]([O-:11])=[O:10])=[CH:8][C:3]=1[CH2:2][N:15]([CH3:16])[CH3:14] |f:1.2,3.4.5|. Procedure details: To a solution of 2-bromomethyl-1-fluoro-4-nitro-benzene (131 mg, 0.56 mmol), which was generated in Example 64) and dimethylamine hydrochloride (44 mg, 0.54 mmol) in 4 mL dioxane, was added cesium carbonate (546 mg, 1.68 mmol). The mixture was heated to 70° C. under argon for 12 hours. Work up and RP prep HPLC to give (2-fluoro-5-nitro-benzyl)-dimethyl-amine. Starting materials: N1CCNCC1 (piperazine), ClC1=NSC2=C1C=CC=C2 (3-chloro-1,2-benzisothiazole), O (water). The solvent is CC(C)(C)O (t-BuOH). Reaction conditions: temperature 2.5 celsius. Yields the product N1(CCNCC1)C1=NSC2=C1C=CC=C2 (3-(piperazin-1-yl)benzo[d]isothiazole). RXN SMILES: [NH:1]1[CH2:6][CH2:5][NH:4][CH2:3][CH2:2]1.Cl[C:8]1[C:12]2[CH:13]=[CH:14][CH:15]=[CH:16][C:11]=2[S:10][N:9]=1.O>CC(O)(C)C>[N:1]1([C:8]2[C:12]3[CH:13]=[CH:14][CH:15]=[CH:16][C:11]=3[S:10][N:9]=2)[CH2:6][CH2:5][NH:4][CH2:3][CH2:2]1. Reported procedure: A mixture of piperazine (10.2 g, 0.118 mmol) and 3-chloro-1,2-benzisothiazole (4.0 g, 0.024 mmol) in t-BuOH (4 mL) was refluxed overnight. The reaction mixture was poured into water (100 mL) and extracted with toluene (200 mL). The organic phase was dried over MgSO4 and evaporated until about 20 mL remained, under vacuum. The resulting suspension was cooled at 0-5° C. overnight. The precipitate was filtered and dried under vacuum to provide 3-(piperazin-1-yl)benzo[d]isothiazole as an intermediat... Starting materials: BrC=1C=C(C=CC1CC)C1=C(C=C(C=C1)Cl)F (3-Bromo-4′-chloro-4-ethyl-2′-fluorobiphenyl), CC1(C2C(CC(C1C2)=O)=O)C (6,6-dimethylbicyclo[3.1.1]heptane-2,4-dione), P(=O)([O-])([O-])[O-].[K+].[K+].[K+] (potassium phosphate), (2-dicyclohexylphosphino)-2′,4′,6′-triisopropylbiphenyl. Reagents/catalysts: C(C)(=O)[O-].[Pd+2].C(C)(=O)[O-] (palladium (II) acetate). Conditions: temperature 160 celsius. Yields the product ClC1=CC(=C(C=2C=CC(=C(C2)C2C(C3C(C(C2=O)C3)(C)C)=O)CC)C=C1)F (3-(4′-chloro-4-ethyl-2′-fluorobiphen-3-yl)-6,6-dimethylbicyclo[3.1.1]-heptane-2,4-dione). Reaction SMILES: Br[C:2]1[CH:3]=[C:4]([C:10]2[CH:15]=[CH:14][C:13]([Cl:16])=[CH:12][C:11]=2[F:17])[CH:5]=[CH:6][C:7]=1[CH2:8][CH3:9].[CH3:18][C:19]1([CH3:28])[CH:24]2[CH2:25][CH:20]1[C:21](=[O:27])[CH2:22][C:23]2=[O:26].P([O-])([O-])([O-])=O.[K+].[K+].[K+]>C([O-])(=O)C.[Pd+2].C([O-])(=O)C>[Cl:16][C:13]1[CH:14]=[CH:15][C:10]([C:4]2[CH:5]=[CH:6][C:7]([CH2:8][CH3:9])=[C:2]([CH:22]3[C:21](=[O:27])[CH:20]4[CH2:25][CH:24]([C:19]4([CH3:18])[CH3:28])[C:23]3=[O:26])[CH:3]=2)=[C:11]([F:17])[CH:12]=1 |f:2.3.4.5,6.7.8|. Reported procedure: 3-Bromo-4′-chloro-4-ethyl-2′-fluorobiphenyl (0.213 g, 0.68 mmol) is added to a mixture of 6,6-dimethylbicyclo[3.1.1]heptane-2,4-dione (0.124 g, 0.81 mmol), powdered potassium phosphate (0.316 g, 1.49 mmol), palladium (II) acetate (0.008 g, 0.034 mmol) and (2-dicyclohexylphosphino)-2′,4′,6′-triisopropylbiphenyl (0.024 g, 0.051 mmol) in degassed 1,2-(2.5 ml) and the mixture is stirred and heated to 160° C. for 1 hour under microwave irradiation. The mixture is cooled to room temperature, diluted w... Reactants: ester, N1=C(C=CC=C1C)C (2,6-Lutidine), C(C)(=O)SC1CC(N1C(C(=O)OCC1=CC=C(C=C1)[N+](=O)[O-])Cl)=O (p-nitrobenzyl 2-(4-acetylthio-2-oxo-1-azetidinyl)-2-chloroacetate), C1(=CC=CC=C1)P(C1=CC=CC=C1)C1=CC=CC=C1 (triphenylphosphine). The solvent is O1CCOCC1 (dioxane). Reaction conditions: time 18 hour. Yields the product C(C)(=O)SC1CC(N1C(C(=O)OCC1=CC=C(C=C1)[N+](=O)[O-])=P(C1=CC=CC=C1)(C1=CC=CC=C1)C1=CC=CC=C1)=O (p-Nitrobenzyl 2-(4-Acetylthio-2-oxo-1-azetidinyl)-2-triphenylphosphoranylideneacetate). As a reaction SMILES: N1C(C)=CC=CC=1C.[C:9]([S:12][CH:13]1[N:16]([CH:17](Cl)[C:18]([O:20][CH2:21][C:22]2[CH:27]=[CH:26][C:25]([N+:28]([O-:30])=[O:29])=[CH:24][CH:23]=2)=[O:19])[C:15](=[O:32])[CH2:14]1)(=[O:11])[CH3:10].[C:33]1([P:39]([C:46]2[CH:51]=[CH:50][CH:49]=[CH:48][CH:47]=2)[C:40]2[CH:45]=[CH:44][CH:43]=[CH:42][CH:41]=2)[CH:38]=[CH:37][CH:36]=[CH:35][CH:34]=1>O1CCOCC1>[C:9]([S:12][CH:13]1[N:16]([C:17](=[P:39]([C:40]2[CH:41]=[CH:42][CH:43]=[CH:44][CH:45]=2)([C:46]2[CH:51]=[CH:50][CH:49]=[CH:48][CH:47]=2)[C:33]2[CH:34]=[CH:35][CH:36]=[CH:37][CH:38]=2)[C:18]([O:20][CH2:21][C:22]2[CH:27]=[CH:26][C:25]([N+:28]([O-:30])=[O:29])=[CH:24][CH:23]=2)=[O:19])[C:15](=[O:32])[CH2:14]1)(=[O:11])[CH3:10]. Procedure: 2,6-Lutidine (2.14 g., 20 mmole) was added to a solution of p-nitrobenzyl 2-(4-acetylthio-2-oxo-1-azetidinyl)-2-chloroacetate (5.9 g., 16 mmole) and triphenylphosphine (5.8 g., 22 mmole) in dioxane (80 ml.). The solution was kept at 55° for 18 hours and then concentrated on a rotary evaporator. The residue was partitioned between brine and ethyl acetate and the organic phase was washed with brine, dried and concentrated. The residue was purified by chromatography over silica gel (ethyl acetate:p...